The task is: describe an organic reaction: reactants, conditions, products, and yield. This data is from the Open Reaction Database (ORD), a public repository of structured organic reaction records. The reactants are NO (hydroxylamine), OC=1C=CC(=C2CCC(C12)=O)C (7-hydroxy-4-methyl-1-indanone), Cl.NO (hydroxylamine hydrochloride), C([O-])([O-])=O.[K+].[K+] (potassium carbonate). Solvent: CO (methanol), C(C)(=O)OCC (ethyl acetate), CO (methanol). Conditions: time 30 minute. The product is OC=1C=CC(=C2CCC(C12)=NO)C (7-hydroxy-4-methyl-1-indanone oxime). RXN SMILES: Cl.[NH2:2][OH:3].C(=O)([O-])[O-].[K+].[K+].NO.[OH:12][C:13]1[CH:14]=[CH:15][C:16]([CH3:23])=[C:17]2[C:21]=1[C:20](=O)[CH2:19][CH2:18]2>CO.C(OCC)(=O)C>[OH:12][C:13]1[CH:14]=[CH:15][C:16]([CH3:23])=[C:17]2[C:21]=1[C:20](=[N:2][OH:3])[CH2:19][CH2:18]2 |f:0.1,2.3.4|. Procedure: 28 Grams of hydroxylamine hydrochloride and 56 g of potassium carbonate were added in 400 ml of methanol, and the mixture was refluxed by hetting for 30 minutes. After cooling the reaction mixture to a room temperature, the supernatant liquor was collected by separation to prepare a methanol solution of hydroxylamine. To this methanol solution of hydroxylamine was added 16.2 g of 7-hydroxy-4-methyl-1-indanone and refluxed by heating for 5 hours under stirring condition. The reaction mixture was ... The reactants are C[Al](C)C, Cc1ccccc1, Nc1cc(C2CC2)ccc1F, COC(=O)c1cc2nc(Nc3c(Cl)cncc3Cl)n(C)c2c2c1OC(C)(C)C2. The product is Cn1c(Nc2c(Cl)cncc2Cl)nc2cc(C(=O)Nc3cc(C4CC4)ccc3F)c3c(c21)CC(C)(C)O3. RXN SMILES: [CH3:40][Al:41]([CH3:42])[CH3:43].[CH3:44][c:45]1[cH:46][cH:47][cH:48][cH:49][cH:50]1.[CH:29]1([c:32]2[cH:33][cH:34][c:35]([F:39])[c:36]([NH2:37])[cH:38]2)[CH2:30][CH2:31]1.[Cl:1][c:2]1[cH:3][n:4][cH:5][c:6]([Cl:28])[c:7]1[NH:8][c:9]1[n:10][c:11]2[c:12]([n:13]1[CH3:14])[c:15]1[c:19]([c:20]([C:22]([O:24][CH3:23])=[O:25])[cH:21]2)[O:18][C:17]([CH3:26])([CH3:27])[CH2:16]1>>[Cl:1][c:2]1[cH:3][n:4][cH:5][c:6]([Cl:28])[c:7]1[NH:8][c:9]1[n:10][c:11]2[c:12]([n:13]1[CH3:14])[c:15]1[c:19]([c:20]([C:22](=[O:24])[NH:37][c:36]3[c:35]([F:39])[cH:34][cH:33][c:32]([CH:29]4[CH2:30][CH2:31]4)[cH:38]3)[cH:21]2)[O:18][C:17]([CH3:26])([CH3:27])[CH2:16]1. The reactants are Cc1cnc(CN(CCCCN)Cc2nccc3ccccc23)c(C)c1, CCN(C(C)C)C(C)C, CN(C)C=O, O=C(Nc1ncc[nH]1)n1ccnc1. The product is Cc1cnc(CN(CCCCNC(=O)Nc2ncc[nH]2)Cc2nccc3ccccc23)c(C)c1. RXN SMILES: [CH3:1][c:2]1[c:3]([CH2:9][N:10]([CH2:11][CH2:12][CH2:13][CH2:14][NH2:15])[CH2:16][c:17]2[n:18][cH:19][cH:20][c:21]3[cH:22][cH:23][cH:24][cH:25][c:26]23)[n:4][cH:5][c:6]([CH3:8])[cH:7]1.[CH:27]([N:28]([CH2:29][CH3:30])[CH:31]([CH3:32])[CH3:33])([CH3:34])[CH3:35].[O:49]=[CH:50][N:51]([CH3:52])[CH3:53].[nH:36]1[c:37]([NH:41][C:42](=[O:43])[n:44]2[cH:45][cH:46][n:47][cH:48]2)[n:38][cH:39][cH:40]1>>[CH3:1][c:2]1[c:3]([CH2:9][N:10]([CH2:11][CH2:12][CH2:13][CH2:14][NH:15][C:42]([NH:41][c:37]2[nH:36][cH:40][cH:39][n:38]2)=[O:43])[CH2:16][c:17]2[n:18][cH:19][cH:20][c:21]3[cH:22][cH:23][cH:24][cH:25][c:26]23)[n:4][cH:5][c:6]([CH3:8])[cH:7]1. Product: FC(C=1C=C(C=C(C1)C(F)(F)F)C=1C=C(C=NC1)OC[C@H]1N(CCC1)C)(F)F (5-(3,5-bis(trifluoromethyl)phenyl)-3-(1-methyl-2-(S)-pyrrolidinylmethoxy)-pyridine). Starting materials: FC(C=1C=C(C=C(C1)C(F)(F)F)B(O)O)(F)F (3,5-bis(trifluoromethyl)phenylboronic acid), BrC=1C=C(C=NC1)OC[C@H]1N(CCC1)C (5-bromo-3-(1-methyl-2-(S)-pyrrolidinylmethoxy)-pyridine), Pd(0), C(=O)([O-])[O-].[Na+].[Na+] (Na2CO3), solution. Reaction SMILES: [F:1][C:2]([F:17])([F:16])[C:3]1[CH:4]=[C:5](B(O)O)[CH:6]=[C:7]([C:9]([F:12])([F:11])[F:10])[CH:8]=1.Br[C:19]1[CH:20]=[C:21]([O:25][CH2:26][C@@H:27]2[CH2:31][CH2:30][CH2:29][N:28]2[CH3:32])[CH:22]=[N:23][CH:24]=1.C([O-])([O-])=O.[Na+].[Na+]>C1(C)C=CC=CC=1>[F:1][C:2]([F:17])([F:16])[C:3]1[CH:4]=[C:5]([C:19]2[CH:20]=[C:21]([O:25][CH2:26][C@@H:27]3[CH2:31][CH2:30][CH2:29][N:28]3[CH3:32])[CH:22]=[N:23][CH:24]=2)[CH:6]=[C:7]([C:9]([F:12])([F:11])[F:10])[CH:8]=1 |f:2.3.4|. Reported procedure: To a solution of 3,5-bis(trifluoromethyl)phenylboronic acid (0.55 g, 2.0 mmol, Lancaster Chem Co.) and 5-bromo-3-(1-methyl-2-(S)-pyrrolidinylmethoxy)-pyridine (300 mg, 1.1 mmol) in toluene (5.0 mL) was added Pd(0) (25 mg) and Na2CO3 (1 mL of a 2 M solution), and the mixture was heated at reflux. The solvent was removed under vacuum, and the residue was purified by chromatography on silica gel to afford 225 mg of the title compound. MS (CI/NH3) m/z 405 (M+H)+. 1H NMR (CDCl3, 300 MHz) δ1.83 (m, 3H... Yield: 50.6%. Run in C1(=CC=CC=C1)C (toluene).